Task: describe an organic reaction: reactants, conditions, products, and yield. Dataset: the Open Reaction Database (ORD), a public repository of structured organic reaction records Starting materials: Cc1ccc(OC2CCN(C(=O)OCc3ccccc3)CC2=O)cc1C, CCC(C)[BH-](C(C)CC)C(C)CC, [K+], C1CCOC1. Product: Cc1ccc(OC2CCN(C(=O)OCc3ccccc3)CC2O)cc1C. Reaction SMILES: [CH3:1][c:2]1[cH:3][c:4]([O:5][CH:6]2[C:7](=[O:22])[CH2:8][N:9]([C:12](=[O:13])[O:14][CH2:15][c:16]3[cH:17][cH:18][cH:19][cH:20][cH:21]3)[CH2:10][CH2:11]2)[cH:23][cH:24][c:25]1[CH3:26].[CH:27]([BH-:28]([CH:29]([CH2:30][CH3:31])[CH3:32])[CH:33]([CH2:34][CH3:35])[CH3:36])([CH2:37][CH3:38])[CH3:39].[K+:40].[O:41]1[CH2:42][CH2:43][CH2:44][CH2:45]1>>[CH3:1][c:2]1[cH:3][c:4]([O:5][CH:6]2[CH:7]([OH:22])[CH2:8][N:9]([C:12](=[O:13])[O:14][CH2:15][c:16]3[cH:17][cH:18][cH:19][cH:20][cH:21]3)[CH2:10][CH2:11]2)[cH:23][cH:24][c:25]1[CH3:26]. The reactants are [Al+3], O=C1OCC(Cc2ccccc2)N1C(=O)C1CN(Cc2ccccc2)CC1c1ccccc1, C1CCOC1, [H-], [H-], [H-], [H-], [Li+]. Yields the product OCC1CN(Cc2ccccc2)CC1c1ccccc1. Reaction SMILES: [Al+3:35].[CH2:1]([c:2]1[cH:3][cH:4][cH:5][cH:6][cH:7]1)[N:8]1[CH2:9][CH:10]([C:19](=[O:20])[N:21]2[CH:22]([CH2:23][c:24]3[cH:25][cH:26][cH:27][cH:28][cH:29]3)[CH2:30][O:31][C:32]2=[O:33])[CH:11]([c:13]2[cH:14][cH:15][cH:16][cH:17][cH:18]2)[CH2:12]1.[CH2:40]1[O:41][CH2:42][CH2:43][CH2:44]1.[H-:34].[H-:37].[H-:38].[H-:39].[Li+:36]>>[CH2:1]([c:2]1[cH:3][cH:4][cH:5][cH:6][cH:7]1)[N:8]1[CH2:9][CH:10]([CH2:19][OH:20])[CH:11]([c:13]2[cH:14][cH:15][cH:16][cH:17][cH:18]2)[CH2:12]1.